describe an organic reaction: reactants, conditions, products, and yield From a dataset of the Open Reaction Database (ORD), a public repository of structured organic reaction records. Product: Cc1nn(-c2cccc(C(F)(F)F)c2)c(C2CC2)c1C(=O)N1CCC(N2CCC(O)C2)CC1. The reactants are Cc1nn(-c2cccc(C(F)(F)F)c2)c(C2CC2)c1C(=O)N1CCC(=O)CC1, OC1CCNC1. RXN SMILES: [CH:1]1([c:4]2[c:5]([C:20](=[O:21])[N:22]3[CH2:23][CH2:24][C:25](=[O:28])[CH2:26][CH2:27]3)[c:6]([CH3:19])[n:7][n:8]2-[c:9]2[cH:10][c:11]([C:15]([F:16])([F:17])[F:18])[cH:12][cH:13][cH:14]2)[CH2:2][CH2:3]1.[OH:29][CH:30]1[CH2:31][NH:32][CH2:33][CH2:34]1>>[CH:1]1([c:4]2[c:5]([C:20](=[O:21])[N:22]3[CH2:23][CH2:24][CH:25]([N:32]4[CH2:31][CH:30]([OH:29])[CH2:34][CH2:33]4)[CH2:26][CH2:27]3)[c:6]([CH3:19])[n:7][n:8]2-[c:9]2[cH:10][c:11]([C:15]([F:16])([F:17])[F:18])[cH:12][cH:13][cH:14]2)[CH2:2][CH2:3]1. Starting materials: ClC=1C=C(C=CC1Cl)CC(=O)N1CCNC2CCCC(C12)N1CCCC1 (2-(3,4-Dichlorophenyl)-1-[(4aRS,8SR,8aRS)-8-(pyrrolidin-1-yl)-perhydroquinoxalin-1-yl]-ethan-1-one), ClC(=O)OCC (ethyl chloroformate). The solvent is C(Cl)Cl (CH2Cl2). Conditions: time 8 hour. Yields the product C(C)OC(=O)N1CCN(C2C(CCCC12)N1CCCC1)C(CC1=CC(=C(C=C1)Cl)Cl)=O (ethyl{(4aRS,8SR,8aRS)-1-[2-(3,4-dichlorophenyl)acetyl]-8-(pyrrolidin-1-yl)-perhydroquinoxalin-4-yl}carboxylate). As a reaction SMILES: [Cl:1][C:2]1[CH:3]=[C:4]([CH2:9][C:10]([N:12]2[CH:21]3[CH:16]([CH2:17][CH2:18][CH2:19][CH:20]3[N:22]3[CH2:26][CH2:25][CH2:24][CH2:23]3)[NH:15][CH2:14][CH2:13]2)=[O:11])[CH:5]=[CH:6][C:7]=1[Cl:8].Cl[C:28]([O:30][CH2:31][CH3:32])=[O:29]>C(Cl)Cl>[CH2:31]([O:30][C:28]([N:15]1[CH:16]2[CH:21]([CH:20]([N:22]3[CH2:26][CH2:25][CH2:24][CH2:23]3)[CH2:19][CH2:18][CH2:17]2)[N:12]([C:10](=[O:11])[CH2:9][C:4]2[CH:5]=[CH:6][C:7]([Cl:8])=[C:2]([Cl:1])[CH:3]=2)[CH2:13][CH2:14]1)=[O:29])[CH3:32]. Procedure: 2-(3,4-Dichlorophenyl)-1-[(4aRS,8SR,8aRS)-8-(pyrrolidin-1-yl)-perhydroquinoxalin-1-yl]-ethan-1-one (104.9 mg, 0.26 mmol) was dissolved in absolute CH2Cl2 (13 ml) under N2 and ethyl chloroformate (34.5 mg, 0.32 mmol) was added dropwise. The solution was stirred at room temperature overnight, and then evaporated in vacuo. The residue was purified by flash chromatography (Ø 2 cm, CH2Cl2/MeOH/NH3 9.5:0.5:0.05, l=18 cm, V=5 ml). A yellow resin was obtained. Starting materials: C1(=CC=CC=C1)N(C(=O)Cl)C1=CC=CC=C1 (diphenylcarbamyl chloride), C(C)(C)[N-]C(C)C.[Li+] (Lithium diisopropylamide), C1(=CC=CC=C1)C.CCCCCCC.C(C)C1=CC=CC=C1 (toluene heptane ethylbenzene), C(C)(C)(C)OC(COC1=C(C(=CC=C1)C#CCO)C)=O ([3-(3-hydroxyprop-1-ynyl)-2-methylphenoxy]acetic acid tert-butyl ester), [Cl-].[NH4+] (ammonium chloride). Solvent: O1CCCC1 (tetrahydrofuran). Run at time 10 minute. The product is C(C)(C)(C)OC(COC1=C(C(=CC=C1)C#CCOC(N(C1=CC=CC=C1)C1=CC=CC=C1)=O)C)=O ([3-(3-diphenylcarbamoyloxyprop-1-ynyl)-2-methylphenoxy]acetic acid tert-butyl ester). Yield: 34.8%. RXN SMILES: C([N-]C(C)C)(C)C.[Li+].C1(C)C=CC=CC=1.CCCCCCC.C(C1C=CC=CC=1)C.[C:31]([O:35][C:36](=[O:50])[CH2:37][O:38][C:39]1[CH:44]=[CH:43][CH:42]=[C:41]([C:45]#[C:46][CH2:47][OH:48])[C:40]=1[CH3:49])([CH3:34])([CH3:33])[CH3:32].[C:51]1([N:57]([C:61]2[CH:66]=[CH:65][CH:64]=[CH:63][CH:62]=2)[C:58](Cl)=[O:59])[CH:56]=[CH:55][CH:54]=[CH:53][CH:52]=1.[Cl-].[NH4+]>O1CCCC1>[C:31]([O:35][C:36](=[O:50])[CH2:37][O:38][C:39]1[CH:44]=[CH:43][CH:42]=[C:41]([C:45]#[C:46][CH2:47][O:48][C:58](=[O:59])[N:57]([C:61]2[CH:62]=[CH:63][CH:64]=[CH:65][CH:66]=2)[C:51]2[CH:56]=[CH:55][CH:54]=[CH:53][CH:52]=2)[C:40]=1[CH3:49])([CH3:34])([CH3:33])[CH3:32] |f:0.1,2.3.4,7.8|. Procedure details: 2.0 M Lithium diisopropylamide in toluene/heptane/ethylbenzene (0.77 mL, 1.54 mmol) was added to a stirred solution of [3-(3-hydroxyprop-1-ynyl)-2-methylphenoxy]acetic acid tert-butyl ester (370 mg, 1.34 mmol) in tetrahydrofuran (4 mL) at −78° C. under an argon atmosphere. The mixture was stirred for 10 minutes and solid diphenylcarbamyl chloride (310 mg, 1.34 mmol) was added. The mixture was allowed to reach 0-5° C. and stirred for 16 hours. Saturated ammonium chloride was added and the mixture... The reactants are C(C=C)(=O)OC (methyl acrylate), IC=1C(=NC(=CC1)C(F)(F)F)N1CCCCC1 (3-iodo-2-(piperidin-1-yl)-6-(trifluoromethyl)pyridine), C(=O)([O-])[O-].[K+].[K+] (K2CO3). The reagents and catalysts are CC(=O)[O-].CC(=O)[O-].[Pd+2] (Pd(OAc)2), C1CN2CCN1CC2 (DABCO). The solvent is CN(C)C=O (DMF). Conditions: temperature 80 celsius, time 24 hour. The product is Pet. Ether EtOAc, N1(CCCCC1)C1=NC(=CC=C1/C=C/C(=O)OC)C(F)(F)F ((E)-methyl 3-(2-(piperidin-1-yl)-6-(trifluoromethyl)pyridin-3-yl)acrylate). The yield is 94.5%. Reaction SMILES: [C:1]([O:5][CH3:6])(=[O:4])[CH:2]=[CH2:3].I[C:8]1[C:9]([N:18]2[CH2:23][CH2:22][CH2:21][CH2:20][CH2:19]2)=[N:10][C:11]([C:14]([F:17])([F:16])[F:15])=[CH:12][CH:13]=1.C([O-])([O-])=O.[K+].[K+]>CN(C=O)C.CC([O-])=O.CC([O-])=O.[Pd+2].C1N2CCN(CC2)C1>[N:18]1([C:9]2[C:8](/[CH:3]=[CH:2]/[C:1]([O:5][CH3:6])=[O:4])=[CH:13][CH:12]=[C:11]([C:14]([F:17])([F:15])[F:16])[N:10]=2)[CH2:19][CH2:20][CH2:21][CH2:22][CH2:23]1 |f:2.3.4,6.7.8|. Procedure: 70 μl (1.0 mmol) methyl acrylate was added to a mixture of 237 mg (0.66 mmol) 3-iodo-2-(piperidin-1-yl)-6-(trifluoromethyl)pyridine, 3 mg (0.01 mmol) Pd(OAc)2, 2.2 mg (0.02 mmol) DABCO and 91 mg (0.66 mmol) K2CO3 in 3 ml DMF under a nitrogen atmosphere. The reaction mixture was stirred in a sealed tube at 80° C. for 24 h. The mixture was cooled to RT, filtered through celite with EtOAc eluation. The organic phase was washed with water, dried and concentrated. Flash chromatography (SiO2, Pet. Eth...